From a dataset of the Open Reaction Database (ORD), a public repository of structured organic reaction records. describe an organic reaction: reactants, conditions, products, and yield Starting materials: [C-]#N.[Na+] (sodium cyanide), ( 0.1 ), solution, C=O (formaldehyde), C([O-])(O)=O.[NH4+] (ammonium bicarbonate), [O-2].[Mg+2] (magnesium oxide). Run in O (water), O (water). Reaction conditions: time 8 hour. Product: crude product, C(N)([O-])=O.NCC(=O)O.[Mg+2].C(N)([O-])=O (magnesium glycine carbamate). RXN SMILES: [C:1](=[O:4])(O)[O-:2].[NH4+:5].[O-2].[Mg+2:7].[C-:8]#N.[Na+].C=O>O>[C:1](=[O:4])([O-:2])[NH2:5].[NH2:5][CH2:8][C:1]([OH:2])=[O:4].[Mg+2:7].[C:1](=[O:4])([O-:2])[NH2:5] |f:0.1,2.3,4.5,8.9.10.11|. Procedure details: To a 250 ml Erlenmeyer flask was added 7.9 g (0.1 mole) ammonium bicarbonate, 2.01 g (0.05 mole) magnesium oxide, 100 ml distilled water, 4.9 g (0.1 mole) sodium cyanide. The mixture was stirred and 8.1 g (0.1) mole of a 37% solution of formaldehyde was added dropwise over 2 minutes. The mixture was stirred and let stand overnight. Then an additional 50 ml of water was added and 2.0 g magnesium oxide while carbon dioxide was bubbled through the mixture. A total of 11.5 g of carbon dioxide was ad... The reactants are N(=[N+]=[N-])C[C@H](C1=CC=CC=C1)NC(=O)C=1C=C2C=CC(=NC2=CC1)NC(=O)C=1C(=CC=CC1)C1=CC=C(C=C1)C(F)(F)F ((S)-2-[(4′-Trifluoromethyl-biphenyl-2-carbonyl)-amino]-quinoline-6-carboxylic acid (2-azido-1-phenyl-ethyl) amide), C1(=CC=CC=C1)P(C1=CC=CC=C1)C1=CC=CC=C1 (Triphenyl phosphine). The solvent is O1CCOCC1 (dioxane). Reaction conditions: temperature 50 celsius, time 4 hour. Yields the product NC[C@H](C1=CC=CC=C1)NC(=O)C=1C=C2C=CC(=NC2=CC1)NC(=O)C=1C(=CC=CC1)C1=CC=C(C=C1)C(F)(F)F ((S)-2-[(4′-trifluoromethyl-biphenyl-2-carbonyl)-amino]-quinoline-6-carboxylic acid (2-amino-1-phenyl-ethyl)-amide). Reaction SMILES: [N:1]([CH2:4][C@@H:5]([NH:12][C:13]([C:15]1[CH:16]=[C:17]2[C:22](=[CH:23][CH:24]=1)[N:21]=[C:20]([NH:25][C:26]([C:28]1[C:29]([C:34]3[CH:39]=[CH:38][C:37]([C:40]([F:43])([F:42])[F:41])=[CH:36][CH:35]=3)=[CH:30][CH:31]=[CH:32][CH:33]=1)=[O:27])[CH:19]=[CH:18]2)=[O:14])[C:6]1[CH:11]=[CH:10][CH:9]=[CH:8][CH:7]=1)=[N+]=[N-].C1(P(C2C=CC=CC=2)C2C=CC=CC=2)C=CC=CC=1>O1CCOCC1>[NH2:1][CH2:4][C@@H:5]([NH:12][C:13]([C:15]1[CH:16]=[C:17]2[C:22](=[CH:23][CH:24]=1)[N:21]=[C:20]([NH:25][C:26]([C:28]1[C:29]([C:34]3[CH:35]=[CH:36][C:37]([C:40]([F:43])([F:41])[F:42])=[CH:38][CH:39]=3)=[CH:30][CH:31]=[CH:32][CH:33]=1)=[O:27])[CH:19]=[CH:18]2)=[O:14])[C:6]1[CH:11]=[CH:10][CH:9]=[CH:8][CH:7]=1. Procedure: (S)-2-[(4′-Trifluoromethyl-biphenyl-2-carbonyl)-amino]-quinoline-6-carboxylic acid (2-azido-1-phenyl-ethyl) amide (M, 0.722 mg, 1.22 mM) was dissolved in dioxane (10 mL). Triphenyl phosphine (0.35 g, 1.34 mM) was added and the mixture was stirred at 50° C. for 4 h. The mixture was removed from the heat and treated with an aqueous solution of NaOH (1N, 5 mL). The resulting mixture was stirred at room temperature for 2 h. The mixture was treated with 1 N HCl (10 mL) and stirred for 12 h. The preci... The reactants are NC1=C(C#N)C=C(C=C1)Br (2-amino-5-bromobenzonitrile), C(C)(C)N(C(C)C)CC (N,N-diisopropylethylamine), N1=C(C=CC=C1)C(=O)Cl (picolinoyl chloride). Run in C1(=CC=CC=C1)C (toluene). Yields the product BrC1=CC(=C(C=C1)NC(=O)C1=NC=CC=C1)C#N (N-(4-bromo-2-cyanophenyl)pyridine-2-carboxamide). The yield is 70.9%. RXN SMILES: [NH2:1][C:2]1[CH:9]=[CH:8][C:7]([Br:10])=[CH:6][C:3]=1[C:4]#[N:5].C(N(CC)C(C)C)(C)C.[N:20]1[CH:25]=[CH:24][CH:23]=[CH:22][C:21]=1[C:26](Cl)=[O:27]>C1(C)C=CC=CC=1>[Br:10][C:7]1[CH:8]=[CH:9][C:2]([NH:1][C:26]([C:21]2[CH:22]=[CH:23][CH:24]=[CH:25][N:20]=2)=[O:27])=[C:3]([C:4]#[N:5])[CH:6]=1. Procedure details: To a stirred solution of 2-amino-5-bromobenzonitrile 2-1 (2.8 g, 0.014 moles) in toluene was added (4.95 mL, 0.028 moles) of N,N-diisopropylethylamine, followed by slow addition of (2.74 g, 0.015 moles) picolinoyl chloride. The mixture was stirred until complete by TLC. Reaction was filtered and dried under vacuum to afford 3 grams of 2-2. Analytical LCMS: (CH3CN/H2O/1% TFA, 4 min gradient), 95% pure, M+1 peak m/e 301. Starting materials: C(C)(C)(C)[Si](C)(C)OC1=C(C=CC(=C1)O[Si](C)(C)C(C)(C)C)C1CCC(CC1)=C (tert-butyl[5-{[tert-butyl(dimethyl)silyl]oxy}-2-(4-methylenecyclohexyl)phenoxy]dimethylsilane), [F-].C(CCC)[N+](CCCC)(CCCC)CCCC (tetrabutylammonium fluoride). Run in O1CCCC1 (tetrahydrofuran). Run at time 15 hour. The product is C=C1CCC(CC1)C1=C(C=C(C=C1)O)O (4-(4-Methylenecyclohexyl)-1,3-benzenediol). Isolated yield 90.0%. As a reaction SMILES: C([Si]([O:8][C:9]1[CH:14]=[C:13]([O:15][Si](C(C)(C)C)(C)C)[CH:12]=[CH:11][C:10]=1[CH:23]1[CH2:28][CH2:27][C:26](=[CH2:29])[CH2:25][CH2:24]1)(C)C)(C)(C)C.[F-].C([N+](CCCC)(CCCC)CCCC)CCC>O1CCCC1>[CH2:29]=[C:26]1[CH2:27][CH2:28][CH:23]([C:10]2[CH:11]=[CH:12][C:13]([OH:15])=[CH:14][C:9]=2[OH:8])[CH2:24][CH2:25]1 |f:1.2|. Reported procedure: To a round bottomed flask was added tert-butyl[5-{[tert-butyl(dimethyl)silyl]oxy}-2-(4-methylenecyclohexyl)phenoxy]dimethylsilane (40 mg), tetrahydrofuran (2 ml) and tetrabutylammonium fluoride (281 μl, 1.0M in tetrahydrofuran), and the mixture stirred at room temperature for 15 hr. The solvent was removed in vacuo and the residue partitioned between water (20 ml) and ethyl acetate (20 ml). The aqueous phase was extracted with ethyl acetate (2×20 ml), and the combined organic phases were washed ...